Dataset: the Open Reaction Database (ORD), a public repository of structured organic reaction records. Task: describe an organic reaction: reactants, conditions, products, and yield Starting materials: BrCC1=CC=2N=C(N=C(C2S1)N1CCOCC1)Cl (6-bromomethyl-2-chloro-4-morpholin-4-yl-thieno[3,2-d]pyrimidine), CN(S(=O)(=O)C)CC1NCCC1 (N-methyl-N-pyrrolidin-2-ylmethyl-methanesulfonamide), C([O-])([O-])=O.[K+].[K+] (potassium carbonate). Solvent: C(C)#N (acetonitrile). Conditions: temperature 80 celsius. Product: ClC=1N=C(C2=C(N1)C=C(S2)CN2C(CCC2)CN(S(=O)(=O)C)C)N2CCOCC2 (N-[1-(2-chloro-4-morpholin-4-yl-thieno[3,2-d]pyrimidin-6-ylmethyl)-pyrrolidin-2-ylmethyl]-N-methyl-methanesulfonamide). Yield: 87.9%. RXN SMILES: Br[CH2:2][C:3]1[S:11][C:10]2[C:9]([N:12]3[CH2:17][CH2:16][O:15][CH2:14][CH2:13]3)=[N:8][C:7]([Cl:18])=[N:6][C:5]=2[CH:4]=1.[CH3:19][N:20]([CH2:25][CH:26]1[CH2:30][CH2:29][CH2:28][NH:27]1)[S:21]([CH3:24])(=[O:23])=[O:22].C(=O)([O-])[O-].[K+].[K+]>C(#N)C>[Cl:18][C:7]1[N:8]=[C:9]([N:12]2[CH2:17][CH2:16][O:15][CH2:14][CH2:13]2)[C:10]2[S:11][C:3]([CH2:2][N:27]3[CH2:28][CH2:29][CH2:30][CH:26]3[CH2:25][N:20]([CH3:19])[S:21]([CH3:24])(=[O:23])=[O:22])=[CH:4][C:5]=2[N:6]=1 |f:2.3.4|. Reported procedure: To a mixture of 6-bromomethyl-2-chloro-4-morpholin-4-yl-thieno[3,2-d]pyrimidine (0.50 g) and N-methyl-N-pyrrolidin-2-ylmethyl-methanesulfonamide (390 mg) in acetonitrile (10 mL) was added potassium carbonate (490 mg). The reaction mixture was heated at 80° C. for 16 h and then allowed to cool to room temperature. The reaction mixture was then partitioned between dichloromethane (20 mL) and saturated aqueous sodium bicarbonate solution (20 mL). The combined organics were washed with brine (30 mL)... The reactants are NC1=CC(=C(OCCN(C(OC(C)(C)C)=O)CC2=C(C=C(C=C2)F)F)C=C1)Cl (tert-butyl 2-(4-amino-2-chlorophenoxy)ethyl(2,4-difluorobenzyl)-carbamate), ice water, C(#N)C=1N=CC(=NC1)NC(OC1=CC=CC=C1)=O (phenyl 5-cyanopyrazin-2-ylcarbamate), N,N,N-diisopropylethylamine. Solvent: CN(C=O)C (N,N-dimethylformamide). Conditions: temperature 60 celsius, time 30 minute. Product: ClC1=C(OCCN(C(OC(C)(C)C)=O)CC2=C(C=C(C=C2)F)F)C=CC(=C1)NC(=O)NC1=NC=C(N=C1)C#N (tert-Butyl 2-(2-chloro-4-(3-(5-cyanopyrazin-2-yl)ureido)phenoxy)ethyl(2,4-difluorobenzyl)carbamate). Isolated yield 24.5%. As a reaction SMILES: [NH2:1][C:2]1[CH:27]=[CH:26][C:5]([O:6][CH2:7][CH2:8][N:9]([CH2:17][C:18]2[CH:23]=[CH:22][C:21]([F:24])=[CH:20][C:19]=2[F:25])[C:10](=[O:16])[O:11][C:12]([CH3:15])([CH3:14])[CH3:13])=[C:4]([Cl:28])[CH:3]=1.[C:29]([C:31]1[N:32]=[CH:33][C:34]([NH:37][C:38](=O)[O:39]C2C=CC=CC=2)=[N:35][CH:36]=1)#[N:30]>CN(C)C=O>[Cl:28][C:4]1[CH:3]=[C:2]([NH:1][C:38]([NH:37][C:34]2[CH:33]=[N:32][C:31]([C:29]#[N:30])=[CH:36][N:35]=2)=[O:39])[CH:27]=[CH:26][C:5]=1[O:6][CH2:7][CH2:8][N:9]([CH2:17][C:18]1[CH:23]=[CH:22][C:21]([F:24])=[CH:20][C:19]=1[F:25])[C:10](=[O:16])[O:11][C:12]([CH3:15])([CH3:13])[CH3:14]. Procedure details: To a solution of tert-butyl 2-(4-amino-2-chlorophenoxy)ethyl(2,4-difluorobenzyl)-carbamate (1.6 g, 3.87 mmol) in N,N-dimethylformamide (4 mL) at RT were phenyl 5-cyanopyrazin-2-ylcarbamate (1.39 g, 5.81 mmol) (Example 10) and N,N,N-diisopropylethylamine (0.751 g, 5.81 mmol) added. The reaction mixture was heated at 60° C. for 1.5 hours then the reaction mixture was poured into ice-water (100 mL) and allowed to stand for 30 minutes. The resulting precipitate was collected, washed with water and a... Reactants: C(N)(=N)C1=CC=C(C=C1)C1=CC(=C(C=C1)N1C(N(CC1)CCC(=O)OC)=O)SC (1-(4'-amidino-3-methylthio-4-biphenylyl)-3-(2-methoxycarbonyl-ethyl)-imidazolidin-2-one), BrBr (bromine), C(C)(=O)[O-].[Na+] (sodium acetate). The solvent is C(C)(=O)O (acetic acid). Yields the product C(N)(=N)C1=CC=C(C=C1)C1=CC(=C(C=C1)N1C(N(CC1)CCC(=O)OC)=O)S(=O)C (1-(4'-Amidino-3-methylsulphinyl-4-biphenylyl)-3-(2-methoxycarbonyl-ethyl)-imidazolidin-2-one). Reaction SMILES: [C:1]([C:4]1[CH:9]=[CH:8][C:7]([C:10]2[CH:15]=[CH:14][C:13]([N:16]3[CH2:20][CH2:19][N:18]([CH2:21][CH2:22][C:23]([O:25][CH3:26])=[O:24])[C:17]3=[O:27])=[C:12]([S:28][CH3:29])[CH:11]=2)=[CH:6][CH:5]=1)(=[NH:3])[NH2:2].BrBr.C([O-])(=[O:34])C.[Na+]>C(O)(=O)C>[C:1]([C:4]1[CH:5]=[CH:6][C:7]([C:10]2[CH:15]=[CH:14][C:13]([N:16]3[CH2:20][CH2:19][N:18]([CH2:21][CH2:22][C:23]([O:25][CH3:26])=[O:24])[C:17]3=[O:27])=[C:12]([S:28]([CH3:29])=[O:34])[CH:11]=2)=[CH:8][CH:9]=1)(=[NH:2])[NH2:3] |f:2.3|. Procedure: Prepared from 1-(4'-amidino-3-methylthio-4-biphenylyl)-3-(2-methoxycarbonyl-ethyl)-imidazolidin-2-one by oxidation with bromine in glacial acetic acid in the presence of sodium acetate at ambient temperature. Reactants: C1(CCCCC1)P(C1=C(C=CC=C1)C1=C(C=C(C=C1C(C)C)C(C)C)C(C)C)C1CCCCC1 (dicyclohexyl(2′,4′,6′-triisopropylbiphenyl-2-yl)phosphine), O1CCN(CC1)C1=C(N)C=C(C=C1)N1CCOCC1 (2,5-dimorpholinoaniline), ClC1=C(C(=NC2=C(C=CC=C12)C1=NC=CC=C1)C1=NC=CC=C1)C (4-chloro-3-methyl-2,8-di(pyridin-2-yl)quinoline), CC(C)([O-])C.[Na+] (sodium tert-butoxide). The reagents and catalysts are C=1C=CC(=CC1)/C=C/C(=O)/C=C/C2=CC=CC=C2.C=1C=CC(=CC1)/C=C/C(=O)/C=C/C2=CC=CC=C2.C=1C=CC(=CC1)/C=C/C(=O)/C=C/C2=CC=CC=C2.[Pd].[Pd] (Pd2dba3). Solvent: O (water), C1(=CC=CC=C1)C (toluene). Reaction conditions: temperature 120 celsius, time 45 minute. Product: N1(CCOCC1)C1=C(C=C(C=C1)N1CCOCC1)NC1=C(C(=NC2=C(C=CC=C12)C1=NC=CC=C1)C1=NC=CC=C1)C (N-(2,5-di(4-morpholinyl)phenyl)-3-methyl-2,8-di(2-pyridinyl)-4-quinolinamine). RXN SMILES: C1(P(C2CCCCC2)C2C=CC=CC=2C2C(C(C)C)=CC(C(C)C)=CC=2C(C)C)CCCCC1.[O:35]1[CH2:40][CH2:39][N:38]([C:41]2[CH:47]=[CH:46][C:45]([N:48]3[CH2:53][CH2:52][O:51][CH2:50][CH2:49]3)=[CH:44][C:42]=2[NH2:43])[CH2:37][CH2:36]1.Cl[C:55]1[C:64]2[C:59](=[C:60]([C:65]3[CH:70]=[CH:69][CH:68]=[CH:67][N:66]=3)[CH:61]=[CH:62][CH:63]=2)[N:58]=[C:57]([C:71]2[CH:76]=[CH:75][CH:74]=[CH:73][N:72]=2)[C:56]=1[CH3:77].CC(C)([O-])C.[Na+]>C1(C)C=CC=CC=1.O.C1C=CC(/C=C/C(/C=C/C2C=CC=CC=2)=O)=CC=1.C1C=CC(/C=C/C(/C=C/C2C=CC=CC=2)=O)=CC=1.C1C=CC(/C=C/C(/C=C/C2C=CC=CC=2)=O)=CC=1.[Pd].[Pd]>[N:38]1([C:41]2[CH:47]=[CH:46][C:45]([N:48]3[CH2:49][CH2:50][O:51][CH2:52][CH2:53]3)=[CH:44][C:42]=2[NH:43][C:55]2[C:64]3[C:59](=[C:60]([C:65]4[CH:70]=[CH:69][CH:68]=[CH:67][N:66]=4)[CH:61]=[CH:62][CH:63]=3)[N:58]=[C:57]([C:71]3[CH:76]=[CH:75][CH:74]=[CH:73][N:72]=3)[C:56]=2[CH3:77])[CH2:39][CH2:40][O:35][CH2:36][CH2:37]1 |f:3.4,7.8.9.10.11|. Reported procedure: To a stirred solution of dicyclohexyl(2′,4′,6′-triisopropylbiphenyl-2-yl)phosphine (0.023 g, 0.048 mmol), 2,5-dimorpholinoaniline (0.095 g, 0.36 mmol), 4-chloro-3-methyl-2,8-di(pyridin-2-yl)quinoline (0.1 g, 0.30 mmol) and Pd2dba3 (0.011 g, 0.012 mmol) in toluene (3.00 mL) was added sodium tert-butoxide (0.072 g, 0.753 mmol). The reaction mixture was heated to 120° C. and stirred for 45 min. The reaction was then cooled to rt and diluted with water (25 mL). The mixture was extracted with EtOAc (... As a reaction SMILES: [CH3:18][I:19].[N+:1](=[O:2])([O-:3])[c:4]1[cH:5][cH:6][c:7]2[c:12]([cH:13]1)[CH2:11][N:10]1[CH:9]([CH2:8]2)[CH2:16][S:15][C:14]1=[S:17]>>[I-:19].[N+:1](=[O:2])([O-:3])[c:4]1[cH:5][cH:6][c:7]2[c:12]([cH:13]1)[CH2:11][N+:10]1=[C:14]([S:17][CH3:18])[S:15][CH2:16][CH:9]1[CH2:8]2. The reactants are CI, O=[N+]([O-])c1ccc2c(c1)CN1C(=S)SCC1C2. Product: [I-], CSC1=[N+]2Cc3cc([N+](=O)[O-])ccc3CC2CS1. Reactants: ClC1=NC=NC2=CC(=C(C=C12)OCC1CN(CC1)C(=O)OC(C)(C)C)OC (4-chloro-7-methoxy-6-{[1-(tert-butoxycarbonyl)pyrrolidin-3-yl]methoxy}quinazoline), ClC=1C(=C(N)C=CC1)F (3-chloro-2 fluoroaniline). Product: Cl.ClC=1C(=C(NC2=NC=NC3=CC(=C(C=C23)OCC2CNCC2)OC)C=CC1)F (4-(3-chloro-2-fluoroanilino)-7-methoxy-6-(pyrrolidin-3-ylmethoxy)quinazoline hydrochloride). Yield: 100.0%. As a reaction SMILES: [Cl:1][C:2]1[C:11]2[C:6](=[CH:7][C:8]([O:26][CH3:27])=[C:9]([O:12][CH2:13][CH:14]3[CH2:18][CH2:17][N:16](C(OC(C)(C)C)=O)[CH2:15]3)[CH:10]=2)[N:5]=[CH:4][N:3]=1.[Cl:28][C:29]1[C:30]([F:36])=[C:31]([CH:33]=[CH:34][CH:35]=1)[NH2:32]>>[ClH:1].[Cl:28][C:29]1[C:30]([F:36])=[C:31]([CH:33]=[CH:34][CH:35]=1)[NH:32][C:2]1[C:11]2[C:6](=[CH:7][C:8]([O:26][CH3:27])=[C:9]([O:12][CH2:13][CH:14]3[CH2:18][CH2:17][NH:16][CH2:15]3)[CH:10]=2)[N:5]=[CH:4][N:3]=1 |f:2.3|. Procedure details: 4-chloro-7-methoxy-6-{[1-(tert-butoxycarbonyl)pyrrolidin-3-yl]methoxy}quinazoline (4.5 g) was reacted with 3-chloro-2 fluoroaniline to give 4-(3-chloro-2-fluoroanilino)-7-methoxy-6-(pyrrolidin-3-ylmethoxy)quinazoline hydrochloride (5.45 g, 100%); 1H NMR Spectrum: (DMSO d6) 1.71-1.85 (m, 1H); 2.10-2.22 (m, 1H); 2.81-2.91 (m, 1H); 2.97-3.07 (m, 1H); 3.11-3.22 (m, 1H); 3.24-3.33 (m, 1H); 3.35-3.46 (m, 1H); 4.00 (s, 3H); 4.28-4.34 (m, 2H); 7.31-7.37 (m, 1H); 7.43 (s, 1H); 7.49-7.54 (m, 1H); 7.59-7.6... Reactants: C(=O)([O-])[O-].[Cs+].[Cs+] (Cs2CO3), CS(=O)(=O)OCC(COC)(C)C (3-methoxy-2,2-dimethylpropyl methanesulfonate), BrC1=C(C=C(C=C1C)O)C (4-bromo-3,5-dimethylphenol). Solvent: CN(C=O)C (N,N-dimethylformamide). Reaction conditions: temperature 120 celsius. The product is BrC1=C(C=C(C=C1C)OCC(COC)(C)C)C (2-Bromo-5-(3-methoxy-2,2-dimethylpropoxy)-1,3-dimethylbenzene). RXN SMILES: C([O-])([O-])=O.[Cs+].[Cs+].CS([O:11][CH2:12][C:13]([CH3:18])([CH3:17])[CH2:14][O:15][CH3:16])(=O)=O.[Br:19][C:20]1[C:25]([CH3:26])=[CH:24][C:23](O)=[CH:22][C:21]=1[CH3:28]>CN(C)C=O>[Br:19][C:20]1[C:25]([CH3:26])=[CH:24][C:23]([O:11][CH2:12][C:13]([CH3:18])([CH3:17])[CH2:14][O:15][CH3:16])=[CH:22][C:21]=1[CH3:28] |f:0.1.2|. Procedure details: In a microwave vial Cs2CO3 (3.3 g) and KI (50 mg) are added to a solution of 3-methoxy-2,2-dimethylpropyl methanesulfonate (407 mg) and 4-bromo-3,5-dimethylphenol (415 mg) in N,N-dimethylformamide (5 mL). The vial is sealed and the mixture is heated to 120° C. for 12 hours. The mixture is partitioned between ethyl acetate and water. The organic phase is washed with water and brine and is dried (MgSO4). The solvents are evaporated and the residue is chromatographed on silica gel (cyclohexane/ethy...